Dataset: the Open Reaction Database (ORD), a public repository of structured organic reaction records. Task: describe an organic reaction: reactants, conditions, products, and yield The reactants are ClC1=CC=C(C(=O)N)C=C1 (4-chlorobenzamide), BrCC(=O)C1=CC=C(C(=O)OCC)C=C1 (ethyl 4-bromoacetylbenzoate). The product is ClC1=CC=C(C=C1)C=1OC=C(N1)C1=CC=C(C(=O)OCC)C=C1 (ethyl 4-[2-(4-chlorophenyl)-4-oxazolyl)benzoate). The yield is 49.0%. Reaction SMILES: [Cl:1][C:2]1[CH:10]=[CH:9][C:5]([C:6]([NH2:8])=[O:7])=[CH:4][CH:3]=1.Br[CH2:12][C:13]([C:15]1[CH:25]=[CH:24][C:18]([C:19]([O:21][CH2:22][CH3:23])=[O:20])=[CH:17][CH:16]=1)=O>>[Cl:1][C:2]1[CH:10]=[CH:9][C:5]([C:6]2[O:7][CH:12]=[C:13]([C:15]3[CH:25]=[CH:24][C:18]([C:19]([O:21][CH2:22][CH3:23])=[O:20])=[CH:17][CH:16]=3)[N:8]=2)=[CH:4][CH:3]=1. Reported procedure: In the same manner as in Example 1, 4-chlorobenzamide was reacted with ethyl 4-bromoacetylbenzoate to obtain ethyl 4-[2-(4-chlorophenyl)-4-oxazolyl)benzoate. The product was recrystallized from ethanol. Yield: 49%. Pale yellow prisms. Melting Point: 153 to 154° C.